From a dataset of the Open Reaction Database (ORD), a public repository of structured organic reaction records. describe an organic reaction: reactants, conditions, products, and yield Starting materials: C1(=CC=CC=C1)S(=O)(=O)CC1=CC=C(C(=C1C(=O)OC)OCCN(C)C(=O)OC(C)(C)C)C1=COC=C1 (Methyl 6-(benzenesulphonylmethyl)-2-[2-(N-t-butoxycarbonyl-N-methylamino)ethoxy]-3-(furan-3-yl)benzoate), C1(=CC=CC=C1)S(=O)(=O)CC1=CC=C(C(=C1C(=O)OC)OCCN(C)C(=O)OC(C)(C)C)C1=COC=C1 (Methyl 6-(benzenesulphonylmethyl)-2-[2-(N-t-butoxycarbonyl-N-methylamino)ethoxy]-3-(furan-3-yl)benzoate), O.[OH-].[Li+] (lithium hydroxide monohydrate). Solvent: O (water), O1CCOCC1 (dioxane). Reaction conditions: temperature 130 celsius. The product is C1(=CC=CC=C1)S(=O)(=O)CC1=CC=C(C(=C1C(=O)O)OCCN(C)C(=O)OC(C)(C)C)C1=COC=C1 (6-(benzenesulphonylmethyl)-2-[2-(N-t-butoxycarbonyl-N-methylamino)ethoxy]-3-(furan-3-yl)benzoic acid). Yield: 81.8%. Reaction SMILES: [C:1]1([S:7]([CH2:10][C:11]2[C:16]([C:17]([O:19]C)=[O:18])=[C:15]([O:21][CH2:22][CH2:23][N:24]([C:26]([O:28][C:29]([CH3:32])([CH3:31])[CH3:30])=[O:27])[CH3:25])[C:14]([C:33]3[CH:37]=[CH:36][O:35][CH:34]=3)=[CH:13][CH:12]=2)(=[O:9])=[O:8])[CH:6]=[CH:5][CH:4]=[CH:3][CH:2]=1.O.[OH-].[Li+]>O.O1CCOCC1>[C:1]1([S:7]([CH2:10][C:11]2[C:16]([C:17]([OH:19])=[O:18])=[C:15]([O:21][CH2:22][CH2:23][N:24]([C:26]([O:28][C:29]([CH3:30])([CH3:31])[CH3:32])=[O:27])[CH3:25])[C:14]([C:33]3[CH:37]=[CH:36][O:35][CH:34]=3)=[CH:13][CH:12]=2)(=[O:9])=[O:8])[CH:2]=[CH:3][CH:4]=[CH:5][CH:6]=1 |f:1.2.3|. Procedure: Methyl 6-(benzenesulphonylmethyl)-2-[2-(N-t-butoxycarbonyl-N-methylamino)ethoxy]-3-(furan-3-yl)benzoate (Intermediate 125, 0.054 g) was added to a solution of lithium hydroxide monohydrate (0.034 g) in water (0.3 ml) and dioxane (1 ml) and the mixture was stirred and heated at 130° C. for 30 minutes. The reaction mixture was cooled to room temperature, and partitioned between water and ethyl acetate. The aqueous layer was acidified with formic acid and extracted with ethyl acetate, dried (Na2SO4... Reactants: CCO, O=[Pt], O=C(C=CCC1CCN(Cc2ccccc2)CC1)c1ccc(Nc2ncnc3c2CCC3)cc1. Product: O=C(CCCC1CCN(Cc2ccccc2)CC1)c1ccc(Nc2ncnc3c2CCC3)cc1. As a reaction SMILES: [CH3:37][CH2:38][OH:39].[Pt:35]=[O:36].[n:1]1[cH:2][n:3][c:4]([NH:10][c:11]2[cH:12][cH:13][c:14]([C:17]([CH:18]=[CH:19][CH2:20][CH:21]3[CH2:22][CH2:23][N:24]([CH2:27][c:28]4[cH:29][cH:30][cH:31][cH:32][cH:33]4)[CH2:25][CH2:26]3)=[O:34])[cH:15][cH:16]2)[c:5]2[c:6]1[CH2:7][CH2:8][CH2:9]2>>[n:1]1[cH:2][n:3][c:4]([NH:10][c:11]2[cH:12][cH:13][c:14]([C:17]([CH2:18][CH2:19][CH2:20][CH:21]3[CH2:22][CH2:23][N:24]([CH2:27][c:28]4[cH:29][cH:30][cH:31][cH:32][cH:33]4)[CH2:25][CH2:26]3)=[O:34])[cH:15][cH:16]2)[c:5]2[c:6]1[CH2:7][CH2:8][CH2:9]2. The reactants are C(C)SC[C@@H]([C@H]([C@@H](C(=O)O)NC)O)C ((2S, 3R, 4R)-5-(ethylthio)-3-hydroxy-4-methyl-2-(methylamino)pentanoic acid), NC(C(=O)O)C(C(CSC)C)O (2-amino-3-hydroxy-4-methyl-5-(methylthio)-pentanoic acid), [Na] (sodium), 2S, Cl.C(C)N (ethylamine hydrochloride), 3R, [Cl-].[NH4+] (ammonium chloride), [Na] (sodium), [K] (potassium), Cl.CN (methylamine hydrochloride). The product is 3R, C(C)NC(C(=O)O)C(C(CSC)C)O (2-(ethylamino)-3-hydroxy-4-methyl-5-(methyl-thio)pentanoic acid). As a reaction SMILES: [Na].[K].[CH2:3]([S:5][CH2:6][C@H:7]([CH3:16])[C@@H:8]([OH:15])[C@H:9]([NH:13][CH3:14])[C:10]([OH:12])=[O:11])C.Cl.CN.[Cl-].[NH4+].N[CH:23](C(O)C(C)CSC)C(O)=O.Cl.C(N)C>>[CH2:14]([NH:13][CH:9]([CH:8]([OH:15])[CH:7]([CH3:16])[CH2:6][S:5][CH3:3])[C:10]([OH:12])=[O:11])[CH3:23] |f:3.4,5.6,8.9,^1:0,1|. Procedure details: For example, when sodium (or potassium) ethylmercaptide was used in place of the sodium methylmercaptide in Step A, one obtained (2S, 3R, 4R)-5-(ethylthio)-3-hydroxy-4-methyl-2-(methylamino)pentanoic acid. Likewise, when the methylamine hydrochloride of Step H was replaced by ammonium chloride, (2S, 3R, [4R]4S)-2-amino-3-hydroxy-4-methyl-5-(methylthio)-pentanoic acid was obtained, and when ethylamine hydrochloride was used, (2A, 3R, [4R]4S)-2-(ethylamino)-3-hydroxy-4-methyl-5-(methyl-thio)pentan... Starting materials: [OH-].[Na+] (NaOH), C(C)OC(C(CC1=CC=C(C=C1)O)(C)OC1=CC=C(C=C1)F)=O (2-(4-fluoro-phenoxy)-3-(4-hydroxyphenyl)-2-methyl-propionic acid ethyl ester), CC1=C(N=C(O1)C1=CC=C(C=C1)C1=CC=CC=C1)CCOS(=O)(=O)C1=CC=C(C=C1)C (toluene-4-sulfonic acid 2-(5-methyl-2-biphenyl-4-yl-oxazol-4-yl)ethyl ester), C(=O)([O-])[O-].[K+].[K+] (K2CO3). Solvent: C(C)O (ethanol), C(C)O (ethanol). Product: C1(=CC=C(C=C1)C=1OC(=C(N1)CCOC1=CC=C(C=C1)CC(C(=O)O)(C)OC1=CC=C(C=C1)F)C)C1=CC=CC=C1 (3-{4-[2-(2-Biphenyl-4-yl-5-methyl-oxazol-4-yl)-ethoxy]-phenyl}-2-(4-fluoro-phenoxy)-2-methyl-propionic acid). Reaction SMILES: C([O:3][C:4](=[O:23])[C:5]([O:15][C:16]1[CH:21]=[CH:20][C:19]([F:22])=[CH:18][CH:17]=1)([CH3:14])[CH2:6][C:7]1[CH:12]=[CH:11][C:10](O)=[CH:9][CH:8]=1)C.[CH3:24][C:25]1[O:29][C:28]([C:30]2[CH:35]=[CH:34][C:33]([C:36]3[CH:41]=[CH:40][CH:39]=[CH:38][CH:37]=3)=[CH:32][CH:31]=2)=[N:27][C:26]=1[CH2:42][CH2:43][O:44]S(C1C=CC(C)=CC=1)(=O)=O.C([O-])([O-])=O.[K+].[K+].[OH-].[Na+]>C(O)C>[C:33]1([C:36]2[CH:37]=[CH:38][CH:39]=[CH:40][CH:41]=2)[CH:34]=[CH:35][C:30]([C:28]2[O:29][C:25]([CH3:24])=[C:26]([CH2:42][CH2:43][O:44][C:10]3[CH:9]=[CH:8][C:7]([CH2:6][C:5]([O:15][C:16]4[CH:21]=[CH:20][C:19]([F:22])=[CH:18][CH:17]=4)([CH3:14])[C:4]([OH:23])=[O:3])=[CH:12][CH:11]=3)[N:27]=2)=[CH:31][CH:32]=1 |f:2.3.4,5.6|. Procedure: A mixture of 2-(4-fluoro-phenoxy)-3-(4-hydroxyphenyl)-2-methyl-propionic acid ethyl ester (0.030 mmol) (see Ex. 51, Part C), toluene-4-sulfonic acid 2-(5-methyl-2-biphenyl-4-yl-oxazol-4-yl)ethyl ester (0.030 mmol) (see Ex. 1, Part I) and 325 mesh K2CO3 (0.084 g, 0.60 mmol) in ethanol (2 mL) was heated to reflux for 24 h under N2. Aqueous 5N NaOH (0.5 mL) and additional ethanol (1 mL) was added to the reaction mixture and it was heated at reflux for an additional 2 h. The reaction was cooled and ... Starting materials: CN(CCNC)C (N1,N1,N2-trimethylethane-1,2-diamine), BrCCCCCOC=1C(=CC=C2C(=CC(OC12)=O)NC1=C(C=NC=C1Cl)Cl)OC (8-(5-Bromopentyloxy)-4-(3,5-dichloropyridin-4-ylamino)-7-methoxy-2H-chromen-2-one). Product: ClC=1C=NC=C(C1NC1=CC(OC2=C(C(=CC=C12)OC)OCCCCCN(C)CCN(C)C)=O)Cl (4-(3,5-Dichloropyridin-4-ylamino)-8-(5-((2-(dimethylamino)ethyl)(methyl)amino)pentyloxy)-7-methoxy-2H-chromen-2-one). RXN SMILES: [CH3:1][N:2]([CH3:7])[CH2:3][CH2:4][NH:5][CH3:6].Br[CH2:9][CH2:10][CH2:11][CH2:12][CH2:13][O:14][C:15]1[C:16]([O:35][CH3:36])=[CH:17][CH:18]=[C:19]2[C:24]=1[O:23][C:22](=[O:25])[CH:21]=[C:20]2[NH:26][C:27]1[C:32]([Cl:33])=[CH:31][N:30]=[CH:29][C:28]=1[Cl:34]>>[Cl:34][C:28]1[CH:29]=[N:30][CH:31]=[C:32]([Cl:33])[C:27]=1[NH:26][C:20]1[C:19]2[C:24](=[C:15]([O:14][CH2:13][CH2:12][CH2:11][CH2:10][CH2:9][N:5]([CH2:4][CH2:3][N:2]([CH3:7])[CH3:1])[CH3:6])[C:16]([O:35][CH3:36])=[CH:17][CH:18]=2)[O:23][C:22](=[O:25])[CH:21]=1. Procedure details: The title compound was prepared from N1,N1,N2-trimethylethane-1,2-diamine and 8-(5-bromopentyloxy)-4-(3,5-dichloropyridin-4-ylamino)-7-methoxy-2H-chromen-2-one (Example 28) following the procedure outlined in Example 52. 1H NMR (400 MHz, DMSO-d6): δ 8.57 (s, 2H), 7.85 (d, 1H), 7.05 (d, 1H), 4.23 (br s, 1H), 3.96 (t, 2H), 3.87 (s, 3H), 2.65 (m, 4H), 2.55 (m, 2H), 2.34 (s, 6H), 2.31 (s, 3H), 1.69 (m, 2H), 1.51 (m, 4H); MS (ESI): 523.0. Reactants: [N+](=O)([O-])C1=CC2=C(NC(S2)=C(C#N)C2=NC=CC(=N2)C(F)(F)F)C=C1 (2-(6-Nitrobenzothiazol-2(3H)-ylidene)-2-(4-trifluoromethylpyrimidin-2-yl)acetonitrile), O (water). The solvent is S(O)(O)(=O)=O (sulfuric acid). Conditions: temperature 50 celsius, time 8 hour. Yields the product [N+](=O)([O-])C1=CC2=C(NC(S2)=C(C(=O)N)C2=NC=CC(=N2)C(F)(F)F)C=C1 (2-[6-nitrobenzothiazol-2(3H)-ylidene]-2-(4-trifluoromethylpyrimidin-2-yl)acetamide). The yield is 89.0%. Reaction SMILES: [N+:1]([C:4]1[CH:25]=[CH:24][C:7]2[NH:8][C:9](=[C:11]([C:14]3[N:19]=[C:18]([C:20]([F:23])([F:22])[F:21])[CH:17]=[CH:16][N:15]=3)[C:12]#[N:13])[S:10][C:6]=2[CH:5]=1)([O-:3])=[O:2].[OH2:26]>S(=O)(=O)(O)O>[N+:1]([C:4]1[CH:25]=[CH:24][C:7]2[NH:8][C:9](=[C:11]([C:14]3[N:19]=[C:18]([C:20]([F:23])([F:22])[F:21])[CH:17]=[CH:16][N:15]=3)[C:12]([NH2:13])=[O:26])[S:10][C:6]=2[CH:5]=1)([O-:3])=[O:2]. Reported procedure: 2-(6-Nitrobenzothiazol-2(3H)-ylidene)-2-(4-trifluoromethylpyrimidin-2-yl)acetonitrile (296 mg, 0.81 mmol) was dissolved in concentrated sulfuric acid (3.0 mL). The reddish mixture was stirred at 50° C. for 8 hr, then poured into cold water (25 mL). The yellow precipitate was collected by filtration, washed with hexanes (30 mL), and dried under vacuum to give 2-[6-nitrobenzothiazol-2(3H)-ylidene]-2-(4-trifluoromethylpyrimidin-2-yl)acetamide (280 mg, 89% yield) as an orange solid. Reactants: S=C1NC(c2ccccc2Br)C(c2ccccc2Br)N1, CI, CCO. The product is CSC1=NC(c2ccccc2Br)C(c2ccccc2Br)N1, I. As a reaction SMILES: [Br:1][c:2]1[c:3]([CH:8]2[NH:9][C:10](=[S:20])[NH:11][CH:12]2[c:13]2[c:14]([Br:19])[cH:15][cH:16][cH:17][cH:18]2)[cH:4][cH:5][cH:6][cH:7]1.[CH3:21][I:22].[CH3:23][CH2:24][OH:25]>>[Br:1][c:2]1[c:3]([CH:8]2[NH:9][C:10]([S:20][CH3:21])=[N:11][CH:12]2[c:13]2[c:14]([Br:19])[cH:15][cH:16][cH:17][cH:18]2)[cH:4][cH:5][cH:6][cH:7]1.[IH:22].